From a dataset of the Open Reaction Database (ORD), a public repository of structured organic reaction records. describe an organic reaction: reactants, conditions, products, and yield Procedure details: 100 mg (0.250 mmol) of 1-[(4-hydroxypiperidin-1-yl)carbonyl]-5-[4-(trifluoromethyl)phenyl]piperidine-3-carboxylic acid (Example 99A) and 42.3 (0.275 mmol) of 4-fluoro-N′-hydroxybenzenecarboximidamide were reacted according to the General Method 1. Yield: 59.1 mg (46% of theory). As a reaction SMILES: [OH:1][CH:2]1[CH2:7][CH2:6][N:5]([C:8]([N:10]2[CH2:15][CH:14]([C:16]3[CH:21]=[CH:20][C:19]([C:22]([F:25])([F:24])[F:23])=[CH:18][CH:17]=3)[CH2:13][CH:12]([C:26]([OH:28])=O)[CH2:11]2)=[O:9])[CH2:4][CH2:3]1.[F:29][C:30]1[CH:35]=[CH:34][C:33]([C:36](=[N:38]O)[NH2:37])=[CH:32][CH:31]=1>>[F:29][C:30]1[CH:35]=[CH:34][C:33]([C:36]2[N:38]=[C:26]([CH:12]3[CH2:13][CH:14]([C:16]4[CH:17]=[CH:18][C:19]([C:22]([F:24])([F:25])[F:23])=[CH:20][CH:21]=4)[CH2:15][N:10]([C:8]([N:5]4[CH2:6][CH2:7][CH:2]([OH:1])[CH2:3][CH2:4]4)=[O:9])[CH2:11]3)[O:28][N:37]=2)=[CH:32][CH:31]=1. Yields the product FC1=CC=C(C=C1)C1=NOC(=N1)C1CN(CC(C1)C1=CC=C(C=C1)C(F)(F)F)C(=O)N1CCC(CC1)O ({3-[3-(4-Fluorophenyl)-1,2,4-oxadiazol-5-yl]-5-[4-(trifluoromethyl)phenyl]piperidin-1-yl}(4-hydroxypiperidin-1-yl)methanone). Reactants: OC1CCN(CC1)C(=O)N1CC(CC(C1)C1=CC=C(C=C1)C(F)(F)F)C(=O)O (1-[(4-Hydroxypiperidin-1-yl)carbonyl]-5-[4-(trifluoromethyl)phenyl]piperidine-3-carboxylic acid), 42.3, FC1=CC=C(C=C1)C(N)=NO (4-fluoro-N′-hydroxybenzenecarboximidamide).